From a dataset of the Open Reaction Database (ORD), a public repository of structured organic reaction records. describe an organic reaction: reactants, conditions, products, and yield The reactants are C(Cl)(Cl)Cl (Chloroform), C(CC(C)C)O (isoamyl alcohol). The product is C(Cl)(Cl)Cl.C(CC(C)C)O (Chloroform Isoamyl Alcohol). RXN SMILES: [CH:1]([Cl:4])([Cl:3])[Cl:2].[CH2:5]([OH:10])[CH2:6][CH:7]([CH3:9])[CH3:8]>>[CH:1]([Cl:4])([Cl:3])[Cl:2].[CH2:5]([OH:10])[CH2:6][CH:7]([CH3:9])[CH3:8] |f:2.3|. Procedure: Chloroform and isoamyl alcohol mixed at volume ratio of 24:1.